From a dataset of the Open Reaction Database (ORD), a public repository of structured organic reaction records. describe an organic reaction: reactants, conditions, products, and yield The reactants are C(C)(=O)OCC(=O)Cl (Acetoxyacetyl chloride), NC=1C=C(C(=O)O)C=CC1NC1CCOCC1 (3-amino-4-((tetrahydropyran-4-yl)amino)benzoic acid). The solvent is O1CCOCC1 (1,4-dioxane), O1CCOCC1 (1,4-dioxane). Reaction conditions: time 13 hour. The product is C(C)(=O)OCC1=NC2=C(N1C1CCOCC1)C=CC(=C2)C(=O)O (2-acetoxymethyl-1-(tetrahydropyran-4-yl)benzimidazole-5-carboxylic acid). The yield is 92.6%. As a reaction SMILES: [NH2:1][C:2]1[CH:3]=[C:4]([CH:8]=[CH:9][C:10]=1[NH:11][CH:12]1[CH2:17][CH2:16][O:15][CH2:14][CH2:13]1)[C:5]([OH:7])=[O:6].[C:18]([O:21][CH2:22][C:23](Cl)=O)(=[O:20])[CH3:19]>O1CCOCC1>[C:18]([O:21][CH2:22][C:23]1[N:11]([CH:12]2[CH2:17][CH2:16][O:15][CH2:14][CH2:13]2)[C:10]2[CH:9]=[CH:8][C:4]([C:5]([OH:7])=[O:6])=[CH:3][C:2]=2[N:1]=1)(=[O:20])[CH3:19]. Reported procedure: A 4-neck flask (1 L) equipped with a reflux condenser was charged with 3-amino-4-((tetrahydropyran-4-yl)amino)benzoic acid (14.53 g, 45.65 mmol) and anhydrous 1,4-dioxane (226 mL) and this was refluxed. Acetoxyacetyl chloride (12.57 g, 92.07 mmol) in 1,4-dioxane solution (100 mL) was added dropwise to this over approx. 15 minutes. This was stirred under these conditions for 13 hours. This was allowed to cool to room temperature, and after the precipitated crystals were filtered off, they were wa... Starting materials: O.O(C1=CC=CC=C1)C=1C=C(C=CC1)C(C(=O)[O-])C.[Ca+2].O(C1=CC=CC=C1)C=1C=C(C=CC1)C(C(=O)[O-])C (calcium 2-(3-phenoxy-phenyl)-propionate hydrate), OS(=O)(=O)O (H2SO4). Run in CO (methanol). Yields the product COC(C(C)C1=CC(=CC=C1)OC1=CC=CC=C1)=O (methyl-2-(3-phenoxy-phenyl)-propionate). Reaction SMILES: O.[O:2]([C:9]1[CH:10]=[C:11]([CH:15]([CH3:19])[C:16]([O-:18])=[O:17])[CH:12]=[CH:13][CH:14]=1)[C:3]1[CH:8]=[CH:7][CH:6]=[CH:5][CH:4]=1.[Ca+2].O(C1C=C(C(C)C([O-])=O)C=CC=1)[C:22]1C=CC=CC=1.OS(O)(=O)=O>CO>[CH3:22][O:17][C:16](=[O:18])[CH:15]([C:11]1[CH:12]=[CH:13][CH:14]=[C:9]([O:2][C:3]2[CH:4]=[CH:5][CH:6]=[CH:7][CH:8]=2)[CH:10]=1)[CH3:19] |f:0.1.2.3|. Procedure details: To a suspension of calcium 2-(3-phenoxy-phenyl)-propionate hydrate (5.00 g, 9.57 mmol) in methanol (150 mL) was added conc. H2SO4 (1.1 mL) and the gelatinous solution heated to reflux for 4 hrs. After cooling, the solution was filtered and evaporated to dryness, the residue dissolved in EtOAc, washed with satd. aq. NaHCO3 soln., dried (MgSO4) and evaporated to yield methyl-2-(3-phenoxy-phenyl)-propionate as a colorless oil. 1H NMR (500 MHz, CDCl3) δ 7.34 (2H, m), 7.26 (1H, m), 7.11 (1H, m), 6.99... The reactants are [BH4-], CO, O=Cc1cc(F)c2c(c1)OCO2, [Na+]. The product is OCc1cc(F)c2c(c1)OCO2. As a reaction SMILES: [BH4-:13].[CH3:15][OH:16].[F:1][c:2]1[cH:3][c:4]([CH:11]=[O:12])[cH:5][c:6]2[c:7]1[O:8][CH2:9][O:10]2.[Na+:14]>>[F:1][c:2]1[cH:3][c:4]([CH2:11][OH:12])[cH:5][c:6]2[c:7]1[O:8][CH2:9][O:10]2. Starting materials: [Al+3], CC(=O)SCC1CN(S(C)(=O)=O)CC1COCc1ccccc1, CCOCC, Cl, [H-], [H-], [H-], [H-], [Li+], O. Yields the product CS(=O)(=O)N1CC(CS)C(COCc2ccccc2)C1. Reaction SMILES: [Al+3:2].[CH2:7]([c:8]1[cH:9][cH:10][cH:11][cH:12][cH:13]1)[O:14][CH2:15][CH:16]1[CH:17]([CH2:25][S:26][C:27](=[O:28])[CH3:29])[CH2:18][N:19]([S:21](=[O:22])(=[O:23])[CH3:24])[CH2:20]1.[CH3:32][CH2:33][O:34][CH2:35][CH3:36].[ClH:31].[H-:1].[H-:4].[H-:5].[H-:6].[Li+:3].[OH2:30]>>[CH2:7]([c:8]1[cH:9][cH:10][cH:11][cH:12][cH:13]1)[O:14][CH2:15][CH:16]1[CH:17]([CH2:25][SH:26])[CH2:18][N:19]([S:21](=[O:22])(=[O:23])[CH3:24])[CH2:20]1. Reactants: NC1=C2C(=NC=N1)N(N=C2C2=C(C=C(C=C2)OC2=CC=CC=C2)F)C[C@H]2N(CC(C2)(F)F)C(=O)OC(C)(C)C (tert-butyl (2S)-2-[[4-amino-3-(2-fluoro-4-phenoxyphenyl)-1H-pyrazolo[3,4-d]pyrimidin-1-yl]methyl]-4,4-difluoropyrrolidine-1-carboxylate), FC(C(=O)O)(F)F (trifluoroacetic acid). The solvent is ClCCl (dichloromethane). Run at time 2 hour. Yields the product FC(C(=O)O)(F)F.FC1(C[C@H](NC1)CN1N=C(C=2C1=NC=NC2N)C2=C(C=C(C=C2)OC2=CC=CC=C2)F)F (1-[[(2S)-4,4-difluoropyrrolidin-2-yl]methyl]-3-(2-fluoro-4-phenoxyphenyl)-1H-pyrazolo[3,4-d]pyrimidin-4-amine trifluoroacetic acid salt). RXN SMILES: [NH2:1][C:2]1[N:7]=[CH:6][N:5]=[C:4]2[N:8]([CH2:25][C@@H:26]3[CH2:30][C:29]([F:32])([F:31])[CH2:28][N:27]3C(OC(C)(C)C)=O)[N:9]=[C:10]([C:11]3[CH:16]=[CH:15][C:14]([O:17][C:18]4[CH:23]=[CH:22][CH:21]=[CH:20][CH:19]=4)=[CH:13][C:12]=3[F:24])[C:3]=12.[F:40][C:41]([F:46])([F:45])[C:42]([OH:44])=[O:43]>ClCCl>[F:40][C:41]([F:46])([F:45])[C:42]([OH:44])=[O:43].[F:32][C:29]1([F:31])[CH2:28][NH:27][C@H:26]([CH2:25][N:8]2[C:4]3=[N:5][CH:6]=[N:7][C:2]([NH2:1])=[C:3]3[C:10]([C:11]3[CH:16]=[CH:15][C:14]([O:17][C:18]4[CH:23]=[CH:22][CH:21]=[CH:20][CH:19]=4)=[CH:13][C:12]=3[F:24])=[N:9]2)[CH2:30]1 |f:3.4|. Procedure: To a solution of tert-butyl (2S)-2-[[4-amino-3-(2-fluoro-4-phenoxyphenyl)-1H-pyrazolo[3,4-d]pyrimidin-1-yl]methyl]-4,4-difluoropyrrolidine-1-carboxylate (600 mg, 1.11 mmol, 1.00 equiv) in dichloromethane (10 mL) was added trifluoroacetic acid (2 mL) dropwise. The resulting solution was stirred at room temperature for 2 h. The mixture was concentrated under vacuum to give 0.85 g (crude) of 1-[[(2S)-4,4-difluoropyrrolidin-2-yl]methyl]-3-(2-fluoro-4-phenoxyphenyl)-1H-pyrazolo[3,4-d]pyrimidin-4-amin... The reactants are CCO, CCOC(=O)c1sc(C)nc1C, NN, O. Product: Cc1nc(C)c(C(=O)NN)s1. As a reaction SMILES: [CH3:16][CH2:17][OH:18].[CH3:1][c:2]1[s:3][c:4]([C:8]([O:10][CH2:9][CH3:11])=[O:12])[c:5]([CH3:7])[n:6]1.[NH2:14][NH2:15].[OH2:13]>>[CH3:1][c:2]1[s:3][c:4]([C:8](=[O:10])[NH:14][NH2:15])[c:5]([CH3:7])[n:6]1. Starting materials: O=C(n1ccnc1)n1ccnc1, CCOC(=O)C(C)NC(C)C(=O)O, C1CCOC1, O=C(CNc1ncccn1)OCc1ccccc1. The product is CCOC(=O)C(C)NC(C)C(=O)N(CC(=O)OCc1ccccc1)c1ncccn1. As a reaction SMILES: [C:14]([n:15]1[cH:16][cH:17][n:18][cH:19]1)([n:20]1[cH:21][cH:22][n:23][cH:24]1)=[O:25].[CH2:1]([CH3:2])[O:3][C:4](=[O:5])[CH:6]([CH3:7])[NH:8][CH:9]([CH3:10])[C:11](=[O:12])[OH:13].[O:44]1[CH2:45][CH2:46][CH2:47][CH2:48]1.[n:26]1[c:27]([NH:32][CH2:33][C:34](=[O:35])[O:36][CH2:37][c:38]2[cH:39][cH:40][cH:41][cH:42][cH:43]2)[n:28][cH:29][cH:30][cH:31]1>>[CH2:1]([CH3:2])[O:3][C:4](=[O:5])[CH:6]([CH3:7])[NH:8][CH:9]([CH3:10])[C:11](=[O:13])[N:32]([c:27]1[n:26][cH:31][cH:30][cH:29][n:28]1)[CH2:33][C:34](=[O:35])[O:36][CH2:37][c:38]1[cH:39][cH:40][cH:41][cH:42][cH:43]1.